This data is from the Open Reaction Database (ORD), a public repository of structured organic reaction records. The task is: describe an organic reaction: reactants, conditions, products, and yield Starting materials: C(CCC)NC([C@@H](NC([C@H](CC(C)(C)C)N[C@H](C)C(=O)OC)=O)C)=O (N-[2-(S)-N(1-(R)-Methoxycarbonylethyl)amino-4,4-dimethylpentanoyl]-L-alanine N-butylamide), [OH-].[Na+] (sodium hydroxide), C(C)(=O)O (acetic acid). Solvent: CO (methanol). Product: C(CCC)NC([C@@H](NC([C@H](CC(C)(C)C)N[C@H](C)C(=O)O)=O)C)=O (N-[2-(S)-N-(1-(R)-Carboxyethyl)amino-4,4-dimethylpentanoyl]-L-alanine N-Butylamide). Yield: 48.0%. As a reaction SMILES: [CH2:1]([NH:5][C:6](=[O:25])[C@H:7]([CH3:24])[NH:8][C:9](=[O:23])[C@@H:10]([NH:16][C@@H:17]([C:19]([O:21]C)=[O:20])[CH3:18])[CH2:11][C:12]([CH3:15])([CH3:14])[CH3:13])[CH2:2][CH2:3][CH3:4].[OH-].[Na+].C(O)(=O)C>CO>[CH2:1]([NH:5][C:6](=[O:25])[C@H:7]([CH3:24])[NH:8][C:9](=[O:23])[C@@H:10]([NH:16][C@@H:17]([C:19]([OH:21])=[O:20])[CH3:18])[CH2:11][C:12]([CH3:15])([CH3:13])[CH3:14])[CH2:2][CH2:3][CH3:4] |f:1.2|. Procedure details: N-[2-(S)-N(1-(R)-Methoxycarbonylethyl)amino-4,4-dimethylpentanoyl]-L-alanine N-butylamide (65 mg) in methanol (30 ml) was treated with IN-sodium hydroxide (3 ml) at 20° for 6 h. Excess acetic acid was then added and the solvent evaporated in vacuo. The residue was chromatographed on reverse phase silica (RF 18) in a gradient of 20%-80% methanol in water. Elution in 70% methanol in water afforded the title compound (30 mg) as a freeze-dried powder, m.p. 137°-138°; (Found: [m+1]+ =344.2548. C17H34... Starting materials: ClC1=C(C=CC(=C1)C(F)(F)F)C#CC(=O)O ((2-chloro-4-trifluoromethylphenyl)propynoic acid), NC1=CC(=C(OCCN2CCC(CC2)C(=O)N)C=C1)OC (1-[2-(4-amino-2-methoxyphenoxy)ethyl]piperidine-4-carboxylic acid amide), ClCCl.CO.N (dichloromethane methanol ammonia). Yields the product ClC1=C(C=CC(=C1)C(F)(F)F)C#CC(=O)NC1=CC(=C(OCCN2CCC(CC2)C(=O)N)C=C1)OC (1-(2-{4-[3-(2-chloro-4-trifluoromethylphenyl)propinoylamino]-2-methoxyphenoxy}ethyl)piperidine-4-carboxylic acid amide). RXN SMILES: [Cl:1][C:2]1[CH:7]=[C:6]([C:8]([F:11])([F:10])[F:9])[CH:5]=[CH:4][C:3]=1[C:12]#[C:13][C:14]([OH:16])=O.[NH2:17][C:18]1[CH:35]=[CH:34][C:21]([O:22][CH2:23][CH2:24][N:25]2[CH2:30][CH2:29][CH:28]([C:31]([NH2:33])=[O:32])[CH2:27][CH2:26]2)=[C:20]([O:36][CH3:37])[CH:19]=1.ClCCl.CO.N>>[Cl:1][C:2]1[CH:7]=[C:6]([C:8]([F:9])([F:10])[F:11])[CH:5]=[CH:4][C:3]=1[C:12]#[C:13][C:14]([NH:17][C:18]1[CH:35]=[CH:34][C:21]([O:22][CH2:23][CH2:24][N:25]2[CH2:30][CH2:29][CH:28]([C:31]([NH2:33])=[O:32])[CH2:27][CH2:26]2)=[C:20]([O:36][CH3:37])[CH:19]=1)=[O:16] |f:2.3.4|. Procedure: Prepared analogously to Example 2.3.f. from 150 mg (0.6 mmol) of (2-chloro-4-trifluoromethylphenyl)propynoic acid and 194 mg (0.66 mmol) of 1-[2-(4-amino-2-methoxyphenoxy)ethyl]piperidine-4-carboxylic acid amide. Yield: 310 mg (98% of theory); melting point: 150° C.; C25H25ClF3N3O4 (M=523.93); calc.: molecular ion peak (M+H)+: 524/526 (Cl); found: molecular ion peak (M+H)+: 524/526 (Cl); Rf value: 0.4 (silica gel, dichloromethane/methanol/ammonia (9:1:0.1)).